From a dataset of the Open Reaction Database (ORD), a public repository of structured organic reaction records. describe an organic reaction: reactants, conditions, products, and yield Reactants: C(CC)N1C(=CC=C1CCC)CC1=CC(=CC=C1)N (1,5-dipropyl-2-(3'-aminobenzyl)pyrrole), [O-]C#N.[Na+] (sodium cyanate), C([O-])([O-])=O.[Na+].[Na+] (sodium carbonate), FC(C(=O)O)(F)F (trifluoroacetic acid). Run in C1=CC=CC=C1 (benzene), C1=CC=CC=C1 (benzene). Product: C(CC)N1C(=CC=C1CCC)CC1=CC(=CC=C1)NC(=O)N (1,5-Dipropyl-2-(3'-ureidobenzyl)pyrrole). The yield is 80.2%. RXN SMILES: [CH2:1]([N:4]1[C:8]([CH2:9][CH2:10][CH3:11])=[CH:7][CH:6]=[C:5]1[CH2:12][C:13]1[CH:18]=[CH:17][CH:16]=[C:15]([NH2:19])[CH:14]=1)[CH2:2][CH3:3].[O-:20][C:21]#[N:22].[Na+].FC(F)(F)C(O)=O.C(=O)([O-])[O-].[Na+].[Na+]>C1C=CC=CC=1>[CH2:1]([N:4]1[C:8]([CH2:9][CH2:10][CH3:11])=[CH:7][CH:6]=[C:5]1[CH2:12][C:13]1[CH:18]=[CH:17][CH:16]=[C:15]([NH:19][C:21]([NH2:22])=[O:20])[CH:14]=1)[CH2:2][CH3:3] |f:1.2,4.5.6|. Procedure: A stirred solution of 2 g (7.7 mmol) of 1,5-dipropyl-2-(3'-aminobenzyl)pyrrole in 200 ml of benzene was treated with 1 g (15.3 mmol) of sodium cyanate followed by the dropwise addition, over a 11/2 hour period, of a solution of 1.5 ml (19 mmol) of trifluoroacetic acid in 100 ml of benzene. The reaction mixture was stirred at room temperature for 1 more hour, poured into 300 ml of saturated aqueous sodium carbonate solution and extracted with ethyl acetate (3×300 ml). The combined extracts were w...